This data is from the Open Reaction Database (ORD), a public repository of structured organic reaction records. The task is: describe an organic reaction: reactants, conditions, products, and yield Product: CNC(=O)n1ccc2cc(Oc3ccnc(N)c3)ccc21. Reaction SMILES: [CH3:20][NH:21][C:22]([O:23][c:25]1[cH:26][cH:27][cH:28][cH:29][cH:30]1)=[O:24].[CH3:31][N:32]([CH3:33])[CH:34]=[O:35].[H-:1].[Na+:2].[nH:3]1[cH:4][cH:5][c:6]2[cH:7][c:8]([O:12][c:13]3[cH:14][c:15]([NH2:19])[n:16][cH:17][cH:18]3)[cH:9][cH:10][c:11]12>>[n:3]1([C:22]([NH:21][CH3:20])=[O:23])[cH:4][cH:5][c:6]2[cH:7][c:8]([O:12][c:13]3[cH:14][c:15]([NH2:19])[n:16][cH:17][cH:18]3)[cH:9][cH:10][c:11]12. Reactants: CNC(=O)Oc1ccccc1, CN(C)C=O, [H-], [Na+], Nc1cc(Oc2ccc3[nH]ccc3c2)ccn1. Reactants: ClC(Cl)Cl, CC(C)C(O)c1cncnc1C(F)(F)F, O=S(Cl)Cl. Product: CC(C)C(Cl)c1cncnc1C(F)(F)F. As a reaction SMILES: [CH:20]([Cl:21])([Cl:22])[Cl:23].[OH:1][CH:2]([CH:3]([CH3:4])[CH3:5])[c:6]1[c:7]([C:12]([F:13])([F:14])[F:15])[n:8][cH:9][n:10][cH:11]1.[S:16]([Cl:17])([Cl:18])=[O:19]>>[CH:2]([CH:3]([CH3:4])[CH3:5])([c:6]1[c:7]([C:12]([F:13])([F:14])[F:15])[n:8][cH:9][n:10][cH:11]1)[Cl:18]. Starting materials: CCCNC(=O)c1ccc2c(c1)CC(NC(=O)OC(C)(C)C)C2, CC(=O)O, Cl, C1COCCO1. Product: CCCNC(=O)c1ccc2c(c1)CC(N)C2, Cl. RXN SMILES: [CH2:1]([CH2:2][CH3:3])[NH:4][C:5](=[O:6])[c:7]1[cH:8][c:9]2[c:13]([cH:14][cH:15]1)[CH2:12][CH:11]([NH:16][C:17]([O:18][C:19]([CH3:20])([CH3:21])[CH3:22])=[O:23])[CH2:10]2.[CH3:31][C:32](=[O:33])[OH:34].[ClH:30].[O:24]1[CH2:25][CH2:26][O:27][CH2:28][CH2:29]1>>[CH2:1]([CH2:2][CH3:3])[NH:4][C:5](=[O:6])[c:7]1[cH:8][c:9]2[c:13]([cH:14][cH:15]1)[CH2:12][CH:11]([NH2:16])[CH2:10]2.[ClH:30].